This data is from the Open Reaction Database (ORD), a public repository of structured organic reaction records. The task is: describe an organic reaction: reactants, conditions, products, and yield The reactants are OCCCN1N=CC(=C1)C=1C=CC(=C2C(N(CC12)C)=O)NC1=NC(=NC=C1C(F)(F)F)NC1=C(C=C(CP(OCC)(OCC)=O)C=C1)OC (diethyl (4-{[4-({7-[1-(3-hydroxypropyl)-1H-pyrazol-4-yl]-2-methyl-3-oxo-2,3-dihydro-1H-isoindol-4-yl}amino)-5-(trifluoromethyl)pyrimidin-2-yl]amino}-3-methoxybenzyl)phosphonate), ClC1=NC(=NC=C1C(F)(F)F)NC1=C(C=C(CP(OCC)(OCC)=O)C=C1)F (diethyl (4-{[4-chloro-5-(trifluoromethyl)pyrimidin-2-yl]amino}-3-fluorobenzyl)phosphonate), ClC1=NC(=NC=C1C(F)(F)F)NC1=C(C=C(CP(OCC)(OCC)=O)C=C1)F (diethyl (4-{[4-chloro-5-(trifluoromethyl)pyrimidin-2-yl]amino}-3-fluorobenzyl)phosphonate), NC=1C(=NC(=CC1)C=1C=NN(C1)CCCO)C(=O)NC (3-amino-6-[1-(3-hydroxypropyl)-1H-pyrazol-4-yl]-N-methylpyridine-2-carboxamide), C(C)OP1(OCCCCN2N=CC(C3=NC(=C(NC4=C(C=NC(NC5=CC=C(C1)C=C5)=N4)C(F)(F)F)C=C3)C(=O)NC)=C2)=O (11-ethoxy-N-methyl-21-(trifluoromethyl)-10-oxa-4,5,17,19,23,26,29-heptaaza-11-phosphapentacyclo[22.2.2.213,16.12,5.118,22]dotriaconta-1(26),2(32),3,13,15,18(29),19,21,24,27,30-undecaene-25-carboxamide 11-oxide). The product is FC=1C=C(CP(OCC)(OCC)=O)C=CC1NC1=NC=C(C(=N1)NC=1C(=NC(=CC1)C=1C=NN(C1)CCCO)C(NC)=O)C(F)(F)F (Diethyl (3-fluoro-4-{[4-({6-[1-(3-hydroxypropyl)-1H-pyrazol-4-yl]-2-(methylcarbamoyl)pyridin-3-yl}amino)-5-(trifluoromethyl)pyrimidin-2-yl]amino}benzyl)phosphonate). The yield is 22.8%. RXN SMILES: OCCCN1C=C(C2C=CC(NC3C(C(F)(F)F)=CN=C(NC4C=CC(CP(=O)(OCC)OCC)=CC=4OC)N=3)=C3C=2CN(C)C3=O)C=N1.[NH2:50][C:51]1[C:52]([C:66]([NH:68][CH3:69])=[O:67])=[N:53][C:54]([C:57]2[CH:58]=[N:59][N:60]([CH2:62][CH2:63][CH2:64][OH:65])[CH:61]=2)=[CH:55][CH:56]=1.C(OP1(=O)CC2C=CC(=CC=2)NC2=NC(=C(C(F)(F)F)C=N2)NC2C=CC(=NC=2C(NC)=O)C2=CN(N=C2)CCCCO1)C.Cl[C:115]1[C:120]([C:121]([F:124])([F:123])[F:122])=[CH:119][N:118]=[C:117]([NH:125][C:126]2[CH:140]=[CH:139][C:129]([CH2:130][P:131](=[O:138])([O:135][CH2:136][CH3:137])[O:132][CH2:133][CH3:134])=[CH:128][C:127]=2[F:141])[N:116]=1>>[F:141][C:127]1[CH:128]=[C:129]([CH:139]=[CH:140][C:126]=1[NH:125][C:117]1[N:116]=[C:115]([NH:50][C:51]2[C:52]([C:66](=[O:67])[NH:68][CH3:69])=[N:53][C:54]([C:57]3[CH:58]=[N:59][N:60]([CH2:62][CH2:63][CH2:64][OH:65])[CH:61]=3)=[CH:55][CH:56]=2)[C:120]([C:121]([F:124])([F:122])[F:123])=[CH:119][N:118]=1)[CH2:130][P:131](=[O:138])([O:135][CH2:136][CH3:137])[O:132][CH2:133][CH3:134]. Reported procedure: Prepared analogously to Compound 1B replacing compound 1C with Compound 6C (278 mg, 1.01 mmol) and Compound 1 E with diethyl (4-{[4-chloro-5-(trifluoromethyl)pyrimidin-2-yl]amino}-3-fluorobenzyl)phosphonate (Compound 22C, 446 mg, 1.01 mmol) to afford 157 mg of the title compound (23%). 1H NMR (400 MHz, CD3OD) δ=8.61-8.86 (m, 1H), 8.56 (s, 1H), 8.43 (br. s., 1H), 8.35 (s, 1H), 7.76 (d, J=8.8 Hz, 1H), 7.55 (t, J=8.0 Hz, 1H), 7.37 (dd, J=2.2, 11.0 Hz, 1H), 7.32 (d, J=8.3 Hz, 1H), 4.32 (t, J=7.0 Hz,... Starting materials: CC1CCCC(C)C1N, O=C(Cl)Cl, Clc1ccccc1Cl. The product is CC1CCCC(C)C1N=C=O. RXN SMILES: [CH3:1][CH:2]1[CH:3]([NH2:9])[CH:4]([CH3:8])[CH2:5][CH2:6][CH2:7]1.[Cl:10][C:11]([Cl:12])=[O:13].[Cl:14][c:15]1[cH:16][cH:17][cH:18][cH:19][c:20]1[Cl:21]>>[CH3:1][CH:2]1[CH:3]([N:9]=[C:11]=[O:13])[CH:4]([CH3:8])[CH2:5][CH2:6][CH2:7]1. Starting materials: C(CCC)[Li] (Butyllithium), C(C)(C)NC(C)C (diisopropylamine), C1(CC1)C1=NC2=CC=CC=C2C(=C1C=O)C1=CC=C(C=C1)F (2-cyclopropyl-4-(4-fluorophenyl)-3-formylquinoline), CON(C(C)=O)C (N-methoxy-N-methylacetamide). The solvent is C1CCOC1 (THF), C1CCOC1 (THF), C1CCOC1 (THF). Conditions: time 15 minute. Product: CON(C(CC(O)C=1C(=NC2=CC=CC=C2C1C1=CC=C(C=C1)F)C1CC1)=O)C (N-methoxy-N-methyl-3 -{2-cyclopropyl-4-(4-fluorophenyl)quinoline-3-yl}-3-hydroxypropanamide). The yield is 91.1%. As a reaction SMILES: C([Li])CCC.C(NC(C)C)(C)C.[CH3:13][O:14][N:15]([CH3:19])[C:16](=[O:18])[CH3:17].[CH:20]1([C:23]2[C:32]([CH:33]=[O:34])=[C:31]([C:35]3[CH:40]=[CH:39][C:38]([F:41])=[CH:37][CH:36]=3)[C:30]3[C:25](=[CH:26][CH:27]=[CH:28][CH:29]=3)[N:24]=2)[CH2:22][CH2:21]1>C1COCC1>[CH3:13][O:14][N:15]([CH3:19])[C:16](=[O:18])[CH2:17][CH:33]([C:32]1[C:23]([CH:20]2[CH2:21][CH2:22]2)=[N:24][C:25]2[C:30]([C:31]=1[C:35]1[CH:40]=[CH:39][C:38]([F:41])=[CH:37][CH:36]=1)=[CH:29][CH:28]=[CH:27][CH:26]=2)[OH:34]. Reported procedure: Butyllithium (1.64M hexane solution, 7.54 ml, 12.4 mmol) was added to a THF (40 ml) solution of diisopropylamine (1.25 g, 12.4 mmol) at -78 ° C., and the mixture was stirred for 15 minutes. Thereto was added a THF (20 ml) solution of N-methoxy-N-methylacetamide (1.27 g, 12.3 mmol) at -78 ° C., and the resulting mixture was stirred at -78 ° C. for 15 minutes. To this mixture was added a THF (40 ml) solution of 2-cyclopropyl-4-(4-fluorophenyl)-3-formylquinoline (3.00 g, 10.3 mmol). The reaction mi... The reactants are [Al+3], CC12CCC(CC#N)(CC1)CC2, [H-], [H-], [H-], [H-], [Li+], C1CCOC1, O. Yields the product CC12CCC(CCN)(CC1)CC2. As a reaction SMILES: [Al+3:2].[CH3:12][C:13]12[CH2:14][CH2:15][C:16]([CH2:21][C:22]#[N:23])([CH2:17][CH2:18]1)[CH2:19][CH2:20]2.[H-:1].[H-:4].[H-:5].[H-:6].[Li+:3].[O:7]1[CH2:8][CH2:9][CH2:10][CH2:11]1.[OH2:24]>>[CH3:12][C:13]12[CH2:14][CH2:15][C:16]([CH2:21][CH2:22][NH2:23])([CH2:17][CH2:18]1)[CH2:19][CH2:20]2.